Dataset: the Open Reaction Database (ORD), a public repository of structured organic reaction records. Task: describe an organic reaction: reactants, conditions, products, and yield Starting materials: ClC[Si](C1=CC=C(C=C1)OCC)(C)C (chloromethyldimethyl(4-ethoxyphenyl)silane), C(C)(=O)[O-].[K+] (potassium acetate), CS(=O)C (DMSO). The solvent is O (water). Conditions: temperature 90 celsius, time 1.5 hour. Product: CC(O)([SiH2]C1=CC=C(C=C1)OCC)C (Dimethyl(4-ethoxyphenyl)silylmethanol). Reaction SMILES: ClC[Si:3](C)(C)[C:4]1[CH:9]=[CH:8][C:7]([O:10][CH2:11][CH3:12])=[CH:6][CH:5]=1.[C:15]([O-:18])(=O)[CH3:16].[K+].[CH3:20]S(C)=O>O>[CH3:20][C:15]([CH3:16])([SiH2:3][C:4]1[CH:9]=[CH:8][C:7]([O:10][CH2:11][CH3:12])=[CH:6][CH:5]=1)[OH:18] |f:1.2|. Procedure details: A mixture of chloromethyldimethyl(4-ethoxyphenyl)silane (0.55 gram), potassium acetate (0.47 gram) and 3 ml of DMSO was stirred for 1.5 hours at 90° C. After cooling to room temperature, the reaction mixture was added with water and extracted with ethyl ether. The ether extract was washed with saturated sodium chloride solution, dried, and concentrated. The residue (0.55 gram) was dissolved in 5 ml of ethyl ether. Lithium aluminum hydride (100 mg) was added to the resulting solution at 0° C. wit... Starting materials: O=N[O-], CCCn1c(=O)cc(N)n(Cc2ccccc2)c1=O, [Na+], O. The product is CCCn1c(=O)c(N=O)c(N)n(Cc2ccccc2)c1=O. Reaction SMILES: [N:20](=[O:21])[O-:22].[NH2:1][c:2]1[cH:3][c:4](=[O:19])[n:5]([CH2:16][CH2:17][CH3:18])[c:6](=[O:15])[n:7]1[CH2:8][c:9]1[cH:10][cH:11][cH:12][cH:13][cH:14]1.[Na+:23].[OH2:24]>>[NH2:1][c:2]1[c:3]([N:20]=[O:21])[c:4](=[O:19])[n:5]([CH2:16][CH2:17][CH3:18])[c:6](=[O:15])[n:7]1[CH2:8][c:9]1[cH:10][cH:11][cH:12][cH:13][cH:14]1.